From a dataset of the Open Reaction Database (ORD), a public repository of structured organic reaction records. describe an organic reaction: reactants, conditions, products, and yield Reactants: BrBr (bromine), BrC=1C=C(C=CC1C)C=1C(=CC=CC1)C#N (3'-bromo-4' -methyl-1,1'-biphenyl-2-carbonitrile). The reagents and catalysts are C(C1=CC=CC=C1)(=O)OOC(C1=CC=CC=C1)=O (benzoyl peroxide). The solvent is ClCC(Cl)(Cl)Cl (tetrachloroethane), ClCC(Cl)(Cl)Cl (tetrachloroethane). Reaction conditions: time 30 minute. Product: BrC=1C=C(C=CC1CBr)C=1C(=CC=CC1)C#N (3'-Bromo-4'-bromomethyl-1,1'-biphenyl-2-carbonitrile). Yield: 33370.6%. As a reaction SMILES: [Br:1]Br.[Br:3][C:4]1[CH:5]=[C:6]([C:11]2[C:12]([C:17]#[N:18])=[CH:13][CH:14]=[CH:15][CH:16]=2)[CH:7]=[CH:8][C:9]=1[CH3:10]>ClCC(Cl)(Cl)Cl.C(OOC(=O)C1C=CC=CC=1)(=O)C1C=CC=CC=1>[Br:3][C:4]1[CH:5]=[C:6]([C:11]2[C:12]([C:17]#[N:18])=[CH:13][CH:14]=[CH:15][CH:16]=2)[CH:7]=[CH:8][C:9]=1[CH2:10][Br:1]. Procedure: 5.6 g (0.035 mmol) of bromine, dissolved in 20 ml of tetrachloroethane, are added dropwise at 100°-110° with UV irradiation to a solution of 8.9 g (0.033 mol) of 3'-bromo-4' -methyl-1,1'-biphenyl-2-carbonitrile in 900 ml of tetrachloroethane after addition of 0.1 g of benzoyl peroxide. After 30 minutes, the reaction mixture is cooled and evaporated in vacuo. The crystalline residue is recrystallized from ethyl acetate and gives 4.1 g of the title compound of m.p. 152°-153°. The reactants are [Cl-].[NH4+] (ammonium chloride), [OH-].[Li+] (lithium hydroxide), CC1=C2C=NNC2=C(C=C1CC(=O)[O-])C ((4,7-dimethyl-1H-indazol-5-yl)acetate), CC1=C(C=C2C=NNC2=C1C)CC(=O)[O-] ((6,7-dimethyl-1H-indazol-5-yl)acetate). The solvent is CO (methanol). Conditions: time 1.5 hour. Product: CC1=C(C=C2C=NNC2=C1C)O (6,7-dimethyl-1H-indazol-5-ol). The yield is 100.0%. Reaction SMILES: [OH-].[Li+].CC1C(CC([O-])=[O:15])=CC(C)=C2C=1C=NN2.[CH3:18][C:19]1[C:27]([CH3:28])=[C:26]2[C:22]([CH:23]=[N:24][NH:25]2)=[CH:21][C:20]=1CC([O-])=O.[Cl-].[NH4+]>CO>[CH3:18][C:19]1[C:27]([CH3:28])=[C:26]2[C:22]([CH:23]=[N:24][NH:25]2)=[CH:21][C:20]=1[OH:15] |f:0.1,4.5|. Reported procedure: A 2N-aqueous lithium hydroxide solution (28.6 ml, 57.2 mmol) was added to a solution of a mixture of (4,7-dimethyl-1H-indazol-5-yl)acetate and (6,7-dimethyl-1H-indazol-5-yl)acetate (approximately 1:1, 5.30 g, 26.0 mmol) in methanol (30 ml) under ice-cooling, and the resulting mixture was stirred at room temperature for 1.5 hours. A saturated aqueous ammonium chloride solution was poured into the reaction solution, followed by extraction with ethyl acetate, whereby a mixture of 4,7-dimethyl-1H-in... Run in O1CCOCC1 (dioxane). Reported procedure: A mixture of 3-bromo-2-{[(1S,2S)-2-(5-methoxypyridin-2-yl)cyclopropyl]-methoxy}-1,5-naphthyridine (LL2) (800 mg, 2.1 mmol), bis(pinacolato)diboron (789 mg, 3.1 mmol), potassium acetate (813 mg, 8.3 mmol) and PdCl2(dppf) (303 mg, 0.41 mmol) in dioxane (10.4 mL) under N2 was heated at 100° C. for 14 hours. The reaction mixture was cooled to ambient temperature, partitioned between EtOAc (125 mL) and sat. sodium bicarbonate (25 mL), washed with water (25 mL), dried over MgSO4, filtered and concentr... Reagents/catalysts: C1=CC=C(C=C1)P([C-]2C=CC=C2)C3=CC=CC=C3.C1=CC=C(C=C1)P([C-]2C=CC=C2)C3=CC=CC=C3.Cl[Pd]Cl.[Fe+2] (PdCl2(dppf)). The product is COC=1C=CC(=NC1)[C@@H]1[C@H](C1)COC1=NC2=CC=CN=C2C=C1B(O)O ((2-{[(1S,2S)-2-(5-methoxypyridin-2-yl)cyclopropyl]methoxy}-1,5-naphthyridin-3-yl)boronic acid). Starting materials: BrC=1C(=NC2=CC=CN=C2C1)OC[C@@H]1[C@H](C1)C1=NC=C(C=C1)OC (3-bromo-2-{[(1S,2S)-2-(5-methoxypyridin-2-yl)cyclopropyl]-methoxy}-1,5-naphthyridine), B1(OC(C(O1)(C)C)(C)C)B2OC(C(O2)(C)C)(C)C (bis(pinacolato)diboron), C(C)(=O)[O-].[K+] (potassium acetate). As a reaction SMILES: Br[C:2]1[C:3]([O:12][CH2:13][C@H:14]2[CH2:16][C@@H:15]2[C:17]2[CH:22]=[CH:21][C:20]([O:23][CH3:24])=[CH:19][N:18]=2)=[N:4][C:5]2[C:10]([CH:11]=1)=[N:9][CH:8]=[CH:7][CH:6]=2.[B:25]1(B2OC(C)(C)C(C)(C)O2)[O:29]C(C)(C)C(C)(C)[O:26]1.C([O-])(=O)C.[K+]>O1CCOCC1.C1C=CC(P(C2C=CC=CC=2)[C-]2C=CC=C2)=CC=1.C1C=CC(P(C2C=CC=CC=2)[C-]2C=CC=C2)=CC=1.Cl[Pd]Cl.[Fe+2]>[CH3:24][O:23][C:20]1[CH:21]=[CH:22][C:17]([C@H:15]2[CH2:16][C@@H:14]2[CH2:13][O:12][C:3]2[C:2]([B:25]([OH:29])[OH:26])=[CH:11][C:10]3[C:5](=[CH:6][CH:7]=[CH:8][N:9]=3)[N:4]=2)=[N:18][CH:19]=1 |f:2.3,5.6.7.8|. Run at temperature 100 celsius. Starting materials: CCCCO, CC(C)O, Cc1cccc(OCCCCl)c1, OC(c1ccc(F)cc1)(c1ccc(F)cc1)C1CCNCC1, [I-], [K+], [Na+], [Na+], O=C([O-])[O-]. The product is Cc1cccc(OCCCN2CCC(C(O)(c3ccc(F)cc3)c3ccc(F)cc3)CC2)c1. Reaction SMILES: [CH2:43]([OH:44])[CH2:45][CH2:46][CH3:47].[CH3:48][CH:49]([OH:50])[CH3:51].[Cl:23][CH2:24][CH2:25][CH2:26][O:27][c:28]1[cH:29][c:30]([CH3:34])[cH:31][cH:32][cH:33]1.[F:1][c:2]1[cH:3][cH:4][c:5]([C:8]([OH:9])([CH:10]2[CH2:11][CH2:12][NH:13][CH2:14][CH2:15]2)[c:16]2[cH:17][cH:18][c:19]([F:22])[cH:20][cH:21]2)[cH:6][cH:7]1.[I-:42].[K+:41].[Na+:35].[Na+:36].[O-:37][C:38](=[O:39])[O-:40]>>[F:1][c:2]1[cH:3][cH:4][c:5]([C:8]([OH:9])([CH:10]2[CH2:11][CH2:12][N:13]([CH2:24][CH2:25][CH2:26][O:27][c:28]3[cH:29][c:30]([CH3:34])[cH:31][cH:32][cH:33]3)[CH2:14][CH2:15]2)[c:16]2[cH:17][cH:18][c:19]([F:22])[cH:20][cH:21]2)[cH:6][cH:7]1. The reactants are CC(C)(C)c1ccc(CN2CCN(Cc3ccc(NS(C)(=O)=O)cc3)C2=O)cc1, COc1ccc(P2(=S)SP(=S)(c3ccc(OC)cc3)S2)cc1, Cc1ccccc1, O. The product is CC(C)(C)c1ccc(CN2CCN(Cc3ccc(NS(C)(=O)=O)cc3)C2=S)cc1. RXN SMILES: [C:23]([CH3:24])([CH3:25])([CH3:26])[c:27]1[cH:28][cH:29][c:30]([CH2:31][N:32]2[C:33](=[O:49])[N:34]([CH2:37][c:38]3[cH:39][cH:40][c:41]([NH:44][S:45](=[O:46])(=[O:47])[CH3:48])[cH:42][cH:43]3)[CH2:35][CH2:36]2)[cH:50][cH:51]1.[CH3:1][O:2][c:3]1[cH:4][cH:5][c:6]([P:7]2(=[S:10])[S:8][P:9]([c:11]3[cH:12][cH:13][c:14]([O:15][CH3:16])[cH:17][cH:18]3)(=[S:19])[S:20]2)[cH:21][cH:22]1.[CH3:52][c:53]1[cH:54][cH:55][cH:56][cH:57][cH:58]1.[OH2:59]>>[S:10]=[C:33]1[N:32]([CH2:31][c:30]2[cH:29][cH:28][c:27]([C:23]([CH3:24])([CH3:25])[CH3:26])[cH:51][cH:50]2)[CH2:36][CH2:35][N:34]1[CH2:37][c:38]1[cH:39][cH:40][c:41]([NH:44][S:45](=[O:46])(=[O:47])[CH3:48])[cH:42][cH:43]1.